This data is from the Open Reaction Database (ORD), a public repository of structured organic reaction records. The task is: describe an organic reaction: reactants, conditions, products, and yield Reported procedure: 18 mg of potassium carbonate and 40 μl of 30% hydrogen peroxide solution were added to a solution of 50 mg of 6-[(1,2-diphenyl-1H-benzimidazol-6-yl)oxy]hexanonitrile in 1 ml of methanol, and it was allowed to stir for 24 hours. Then, ice-cold aqueous sodium thiosulfate solution was stirred in and extracted three times with ethyl acetate. After drying on sodium sulfate, it was concentrated by evaporation in a vacuum, and the residue was chromatographed on silica gel. RXN SMILES: C(=O)([O-])[O-:2].[K+].[K+].OO.[C:9]1([N:15]2[C:19]3[CH:20]=[C:21]([O:24][CH2:25][CH2:26][CH2:27][CH2:28][CH2:29][C:30]#[N:31])[CH:22]=[CH:23][C:18]=3[N:17]=[C:16]2[C:32]2[CH:37]=[CH:36][CH:35]=[CH:34][CH:33]=2)[CH:14]=[CH:13][CH:12]=[CH:11][CH:10]=1>CO>[C:9]1([N:15]2[C:19]3[CH:20]=[C:21]([O:24][CH2:25][CH2:26][CH2:27][CH2:28][CH2:29][C:30]([NH2:31])=[O:2])[CH:22]=[CH:23][C:18]=3[N:17]=[C:16]2[C:32]2[CH:33]=[CH:34][CH:35]=[CH:36][CH:37]=2)[CH:14]=[CH:13][CH:12]=[CH:11][CH:10]=1 |f:0.1.2|. Starting materials: C([O-])([O-])=O.[K+].[K+] (potassium carbonate), OO (hydrogen peroxide), C1(=CC=CC=C1)N1C(=NC2=C1C=C(C=C2)OCCCCCC#N)C2=CC=CC=C2 (6-[(1,2-diphenyl-1H-benzimidazol-6-yl)oxy]hexanonitrile). Conditions: time 24 hour. Run in CO (methanol). Yields the product C1(=CC=CC=C1)N1C(=NC2=C1C=C(C=C2)OCCCCCC(=O)N)C2=CC=CC=C2 (6-[(1,2-Diphenyl-1H-benzimidazol-6-yl)oxy]hexanamide). Reactants: C1CCNCC1, CCC(=O)Cc1nc(C)cs1, CC(=O)O, COc1cc(C#N)ccc1C=O, ClCCl. Yields the product CCC(=O)C(=Cc1ccc(C#N)cc1OC)c1nc(C)cs1. As a reaction SMILES: [CH2:24]1[CH2:25][CH2:26][NH:27][CH2:28][CH2:29]1.[CH3:13][c:14]1[n:15][c:16]([CH2:19][C:20]([CH2:21][CH3:22])=[O:23])[s:17][cH:18]1.[CH3:30][C:31](=[O:32])[OH:33].[CH:1](=[O:2])[c:3]1[c:4]([O:11][CH3:12])[cH:5][c:6]([C:7]#[N:8])[cH:9][cH:10]1.[Cl:34][CH2:35][Cl:36]>>[CH:1]([c:3]1[c:4]([O:11][CH3:12])[cH:5][c:6]([C:7]#[N:8])[cH:9][cH:10]1)=[C:19]([c:16]1[n:15][c:14]([CH3:13])[cH:18][s:17]1)[C:20]([CH2:21][CH3:22])=[O:23]. Reactants: C(C)C=1N(C2=CC=CC(=C2C1)O)CC1=CC=CC=C1 (2-Ethyl-4-hydroxy-1-(phenylmethyl)-1H-indole), C([O-])([O-])=O.[Cs+].[Cs+] (cesium carbonate), BrCC(=O)OC(C)(C)C (tert-butyl bromoacetate). Run in CN(C)C=O (DMF), CN(C)C=O (DMF), O (water). Reaction conditions: temperature 35 celsius, time 30 minute. Product: C(C)(C)(C)OC(COC1=C2C=C(N(C2=CC=C1)CC1=CC=CC=C1)CC)=O ([[2-Ethyl-1-(phenylmethyl)-1H-indol-4-yl]oxy]acetic Acid tert-butyl Ester). The yield is 93.0%. Reaction SMILES: [CH2:1]([C:3]1[N:4]([CH2:13][C:14]2[CH:19]=[CH:18][CH:17]=[CH:16][CH:15]=2)[C:5]2[C:10]([CH:11]=1)=[C:9]([OH:12])[CH:8]=[CH:7][CH:6]=2)[CH3:2].C(=O)([O-])[O-].[Cs+].[Cs+].Br[CH2:27][C:28]([O:30][C:31]([CH3:34])([CH3:33])[CH3:32])=[O:29]>CN(C=O)C.O>[C:31]([O:30][C:28](=[O:29])[CH2:27][O:12][C:9]1[CH:8]=[CH:7][CH:6]=[C:5]2[C:10]=1[CH:11]=[C:3]([CH2:1][CH3:2])[N:4]2[CH2:13][C:14]1[CH:19]=[CH:18][CH:17]=[CH:16][CH:15]=1)([CH3:34])([CH3:33])[CH3:32] |f:1.2.3|. Reported procedure: 2-Ethyl-4-hydroxy-1-(phenylmethyl)-1H-indole (5.82 g, 20 mmol) is added to 7.82 g (24 mmol) cesium carbonate in 25 mL DMF and the mixture is stirred at 35° C. for 30 minutes. After cooling to 20° C., a solution of tert-butyl bromoacetate (4.65 g, 23.8 mmol) in 5 mL DMF is added and stirring maintained until the reaction is judged complete by TLC analysis (several hours). The mixture is diluted with water and extracted with ethyl acetate. The ethyl acetate solution is washed with brine, dried (Mg... Reactants: C=O (formaldehyde), C(C)#N.O (acetonitril water), NC=1C=C2C(N(C(NC2=CC1C(F)(F)F)=O)NS(=O)(=O)C)=O (N-(6-amino-2,4-dioxo-7-trifluoromethyl-1,4-dihydro-2H-quinazolin-3-yl)-methanesulfonamide), C=O (formaldehyde), O1CCCC1 (tetrahydrofuran). Reagents/catalysts: [Pd] (palladium on carbon). Procedure: A mixture of 370 mg (1.094 mmol) of N-(6-amino-2,4-dioxo-7-trifluoromethyl-1,4-dihydro-2H-quinazolin-3-yl)-methanesulfonamide, 0.083 ml (1.02 mmol) of formaldehyde solution (37% in water), 0.0033 ml of acetic acid, 21 ml of tetrahydrofuran and 21 ml of water is hydrogenated in presence of 100 mg of palladium on carbon for 10 days. After day 1, 3, 4, 5 and 6 another portion of formaldehyde (0.083 ml) and acetic acid (0.0033 ml) is added. After filtration of the reaction mixture the tetrahydrofura... The solvent is C(C)(=O)O (acetic acid), O (water), C(C)(=O)O (acetic acid). Reaction SMILES: NC1C=C2[C:9](=[CH:10][C:11]=1[C:12]([F:15])([F:14])[F:13])[NH:8][C:7](=[O:16])[N:6]([NH:17][S:18]([CH3:21])(=[O:20])=[O:19])C2=O.[CH2:23]=O.[O:25]1[CH2:29][CH2:28][CH2:27][CH2:26]1.[C:30](#[N:32])C.O>[Pd].C(O)(=O)C.O>[CH3:23][N:32]([CH3:30])[C:26]1[CH:27]=[C:28]2[C:9](=[CH:10][C:11]=1[C:12]([F:13])([F:14])[F:15])[NH:8][C:7](=[O:16])[N:6]([NH:17][S:18]([CH3:21])(=[O:19])=[O:20])[C:29]2=[O:25] |f:3.4|. Product: CN(C=1C=C2C(N(C(NC2=CC1C(F)(F)F)=O)NS(=O)(=O)C)=O)C (N-(6-dimethylamino-2,4-dioxo-7-trifluoromethyl-1,4-dihydro-2H-quinazolin-3-yl)-methanesulfonamide). Starting materials: C(C)(=O)O[C@H]1[C@H](OC2=CC(=CC=C2)C#N)SC[C@H]([C@@H]1OC(C)=O)OC(C)=O (3-cyanophenyl 2,3,4-tri-O-acetyl-5-thio-β-D-xylopyranoside), solution, C[O-].[Na+] (sodium methylate). Solvent: CO (methanol), CO (methanol). Product: O([C@H]1[C@H](O)[C@@H](O)[C@H](O)CS1)C1=CC(=CC=C1)C#N (3-cyanophenyl 5-thio-β-D-xylopyranoside). Isolated yield 84.7%. Reaction SMILES: C([O:4][C@@H:5]1[C@@H:19]([O:20]C(=O)C)[C@H:18]([O:24]C(=O)C)[CH2:17][S:16][C@H:6]1[O:7][C:8]1[CH:13]=[CH:12][CH:11]=[C:10]([C:14]#[N:15])[CH:9]=1)(=O)C.C[O-].[Na+]>CO>[O:7]([C:8]1[CH:13]=[CH:12][CH:11]=[C:10]([C:14]#[N:15])[CH:9]=1)[C@@H:6]1[S:16][CH2:17][C@@H:18]([OH:24])[C@H:19]([OH:20])[C@H:5]1[OH:4] |f:1.2|. Procedure: If the procedure described in Preparation LXXXIV is followed starting from 2.12 g (5.4.10-3 mol) of 3-cyanophenyl 2,3,4-tri-O-acetyl-5-thio-β-D-xylopyranoside and 0.2 ml of a solution of sodium methylate in methanol (8% w/v of Na), reacted in 60 ml of methanol for 30 min, 1.22 g (yield: 85%) of the expected product are obtained after precipitation in ether and lyophilization. Starting materials: Cc1cc(C(=O)O)cc(Cl)n1, Cc1ccc(N)c(C)c1. The reagents and catalysts are C1CCN(C1)C(=[N+]2CCCC2)F.F[P-](F)(F)(F)(F)F (BTFFH), CCN(C(C)C)C(C)C (DIPEA). Solvent: CN(C)C=O (DMF), CN(C)C=O (DMF), CN(C)C=O (DMF), CN(C)C=O (DMF), CN(C)C=O (DMF), CN(C)C=O (DMF). Conditions: temperature 25 celsius, time 2 hour. The product is Cc1ccc(NC(=O)c2cc(C)nc(Cl)c2)c(C)c1. Isolated yield 15.8%. RXN SMILES: Cc1ccc(N)c(C)c1.Cc1cc(C(=O)O)cc(Cl)n1.C1CCN(C1)C(=[N+]2CCCC2)F.F[P-](F)(F)(F)(F)F.CCN(C(C)C)C(C)C.CN(C)C=O>>Cc1ccc(NC(=O)c2cc(C)nc(Cl)c2)c(C)c1.